describe an organic reaction: reactants, conditions, products, and yield From a dataset of the Open Reaction Database (ORD), a public repository of structured organic reaction records. The reactants are BrC1=C(C(=CC(=C1)C(C(F)(F)F)(C(F)(F)F)F)C(F)(F)F)NC(C1=C(C(=C(C=C1)C#N)F)F)=O (N-(2-bromo-4-(perfluoropropan-2-yl)-6-(trifluoromethyl)phenyl)-4-cyano-2,3-difluorobenzamide), C([O-])([O-])=O.[NH4+].[NH4+] (ammonium carbonate), O (water), C(C)(=O)OCC (ethyl acetate). Solvent: CS(=O)C (DMSO). Reaction conditions: temperature 100 celsius, time 5 hour. Yields the product NC=1C(=C(C(=O)NC2=C(C=C(C=C2C(F)(F)F)C(C(F)(F)F)(C(F)(F)F)F)Br)C=CC1C#N)F (3-amino-N-(2-bromo-4-(perfluoropropan-2-yl)-6-(trifluoromethyl)phenyl)-4-cyano-2-fluorobenzamide). The yield is 51.0%. As a reaction SMILES: [Br:1][C:2]1[CH:7]=[C:6]([C:8]([F:17])([C:13]([F:16])([F:15])[F:14])[C:9]([F:12])([F:11])[F:10])[CH:5]=[C:4]([C:18]([F:21])([F:20])[F:19])[C:3]=1[NH:22][C:23](=[O:34])[C:24]1[CH:29]=[CH:28][C:27]([C:30]#[N:31])=[C:26](F)[C:25]=1[F:33].C(=O)([O-])[O-].[NH4+:39].[NH4+].O.C(OCC)(=O)C>CS(C)=O>[NH2:39][C:26]1[C:25]([F:33])=[C:24]([CH:29]=[CH:28][C:27]=1[C:30]#[N:31])[C:23]([NH:22][C:3]1[C:4]([C:18]([F:20])([F:21])[F:19])=[CH:5][C:6]([C:8]([F:17])([C:13]([F:15])([F:14])[F:16])[C:9]([F:10])([F:12])[F:11])=[CH:7][C:2]=1[Br:1])=[O:34] |f:1.2.3|. Procedure: To a solution of N-(2-bromo-4-(perfluoropropan-2-yl)-6-(trifluoromethyl)phenyl)-4-cyano-2,3-difluorobenzamide in 5 ml of DMSO was added 49.0 mg of ammonium carbonate, followed by stirring 100° C. for 5 hours. To the reaction liquid were added water and ethyl acetate, and the organic layer was washed with water, and then and dried over anhydrous magnesium sulfate. The solvent was evaporated under reduced pressure and the obtained residue was purified by silica gel column chromatography (eluent so... Reported procedure: A mixture of 3-methyl-4-oxo-4H,5H-[1]benzothiopyrano[4,3-b]pyran-2-carbonitrile (3.14 g, 12.3 mmoles, described in Example 6), sodium azide (0.884 g, 13.6 mmoles) and ammonium chloride (0.130 g, 2.4 mmoles) in dimethylformamide (18 ml) is heated at 110° C. for 18 hr. The dark solution is evaporated and the residue is dissolved in water (50 ml). The aqueous solution is washed with ethyl acetate and acidified with 10% hydrochloric acid. The precipitate is collected, washed with water and crystalli... The solvent is CN(C=O)C (dimethylformamide). Run at temperature 110 celsius. The reactants are CC=1C(C2=C(OC1C#N)C1=C(SC2)C=CC=C1)=O (3-methyl-4-oxo-4H,5H-[1]benzothiopyrano[4,3-b]pyran-2-carbonitrile), [N-]=[N+]=[N-].[Na+] (sodium azide), [Cl-].[NH4+] (ammonium chloride). Yield: 68.1%. As a reaction SMILES: [CH3:1][C:2]1[C:3](=[O:18])[C:4]2[CH2:13][S:12][C:11]3[CH:14]=[CH:15][CH:16]=[CH:17][C:10]=3[C:5]=2[O:6][C:7]=1[C:8]#[N:9].[N-:19]=[N+:20]=[N-:21].[Na+].[Cl-].[NH4+]>CN(C)C=O>[CH3:1][C:2]1[C:3](=[O:18])[C:4]2[CH2:13][S:12][C:11]3[CH:14]=[CH:15][CH:16]=[CH:17][C:10]=3[C:5]=2[O:6][C:7]=1[C:8]1[NH:21][N:20]=[N:19][N:9]=1 |f:1.2,3.4|. Yields the product CC=1C(C2=C(OC1C1=NN=NN1)C1=C(SC2)C=CC=C1)=O (3-Methyl-2-(1H-tetrazol-5-yl)-4H,5H-[1]benzothiopyrano[4,3-b]pyran-4-one). The reactants are C(C1=CC=CC=C1)OC(=O)N[C@@H](C)C1=CC=C(C=C1)OC ((1S) -N-benzyloxycarbonyl-1-(4-methoxy-phenyl)ethylamine). The reagents and catalysts are [Pd] (Pd on carbon). Run in CO (methanol). The product is COC1=CC=C(C=C1)[C@H](C)N ((1S)-1-(4-methoxy-phenyl)-ethylamine). Reaction SMILES: C(OC([NH:11][C@H:12]([C:14]1[CH:19]=[CH:18][C:17]([O:20][CH3:21])=[CH:16][CH:15]=1)[CH3:13])=O)C1C=CC=CC=1>CO.[Pd]>[CH3:21][O:20][C:17]1[CH:18]=[CH:19][C:14]([C@@H:12]([NH2:11])[CH3:13])=[CH:15][CH:16]=1. Procedure details: A solution of the above (29) (42.8 g) in methanol (300 mL) was hydrogenated over 5% Pd on carbon (~2 g) at 50 psi H2 for 4 h in a Parr shaker. The product (30) was obtained after filtration of the catalyst through Celite®, rinsing with fresh methanol and evaporation (22.9 g, 100%). GC RT 4.68 min (HP 530 mμ×20 m methylsilicone column, He carrier flow rate 20 mL/min, 100° C. isothermal); 1H NMR (CDCl3) δ1.37 (3H, d, J=7 Hz), 2.25(2H, br s), 2.78(3H, s), 4.08(1H, q), 7.15(4H, q). Starting materials: Cc1cc(C)n2nc(S)nc2n1, CC1(C2CCCC2)CC(O)=C(Cl)C(=O)O1. Product: Cc1cc(C)n2nc(SC3=C(O)CC(C)(C4CCCC4)OC3=O)nc2n1. Reaction SMILES: [CH3:16][c:17]1[n:18][c:19]2[n:20]([c:21]([CH3:23])[cH:22]1)[n:24][c:25]([SH:27])[n:26]2.[Cl:1][C:2]1=[C:7]([OH:8])[CH2:6][C:5]([CH3:9])([CH:10]2[CH2:11][CH2:12][CH2:13][CH2:14]2)[O:4][C:3]1=[O:15]>>[C:2]1([S:27][c:25]2[n:24][n:20]3[c:19]([n:18][c:17]([CH3:16])[cH:22][c:21]3[CH3:23])[n:26]2)=[C:7]([OH:8])[CH2:6][C:5]([CH3:9])([CH:10]2[CH2:11][CH2:12][CH2:13][CH2:14]2)[O:4][C:3]1=[O:15]. The reactants are C1(O)=CC=C(O)C=C1 (hydroquinone), CC(=CC(=O)OC)C (methyl 3,3-dimethylacrylate), S(O)(O)(=O)=O (sulfuric acid). The solvent is C1(=CC=CC=C1)C (toluene). Run at temperature 130 celsius. Product: CC1(CC(OC2=CC=C(C=C12)O)=O)C (3,4-dihydro-4,4-dimethyl-6-hydroxycoumarin). The yield is 54.6%. RXN SMILES: [C:1]1([CH:8]=[CH:7][C:5]([OH:6])=[CH:4][CH:3]=1)[OH:2].[CH3:9][C:10]([CH3:16])=[CH:11][C:12](OC)=[O:13].S(=O)(=O)(O)O>C1(C)C=CC=CC=1>[CH3:9][C:10]1([CH3:16])[C:8]2[C:1](=[CH:3][CH:4]=[C:5]([OH:6])[CH:7]=2)[O:2][C:12](=[O:13])[CH2:11]1. Procedure: A mixture of 8.8 g of hydroquinone, 5 g of methyl 3,3-dimethylacrylate and 0.4 g of conc. sulfuric acid was heated at 130° C. for 4 hours. The reaction mixture was cooled, and then 15 ml of toluene was added. The crystals that precipitated were separated by filtration. The filtrate was concentrated and then distilled under reduced pressure to give 4.6 g (yield 70%) of 3,4-dihydro-4,4-dimethyl-6-hydroxycoumarin as pale pink crystals (melting point 95°-96° C.). The crystals (3.0 g) were dissolved ...